Task: describe an organic reaction: reactants, conditions, products, and yield. Dataset: the Open Reaction Database (ORD), a public repository of structured organic reaction records The reactants are NC=1C=CC=C2C(N(C(C12)=O)C)C (7-amino-2,3-dimethyl-2,3-dihydro-isoindol-1-one), [Na+].[Cl-] (NaCl), N(=O)[O-].[Na+] (sodium nitrite). The solvent is ice, OS(=O)(=O)O (H2SO4). Run at temperature -10 celsius, time 15 minute. The product is OC=1C=CC=C2C(N(C(C12)=O)C)C (7-hydroxy-2,3-dimethyl-2,3-dihydro-isoindol-1-one). As a reaction SMILES: N[C:2]1[CH:3]=[CH:4][CH:5]=[C:6]2[C:10]=1[C:9](=[O:11])[N:8]([CH3:12])[CH:7]2[CH3:13].N([O-])=[O:15].[Na+].[Na+].[Cl-]>OS(O)(=O)=O>[OH:15][C:2]1[CH:3]=[CH:4][CH:5]=[C:6]2[C:10]=1[C:9](=[O:11])[N:8]([CH3:12])[CH:7]2[CH3:13] |f:1.2,3.4|. Reported procedure: 7-amino-2,3-dimethyl-2,3-dihydro-isoindol-1-one (11.45 g) is suspended in a mixture of ice (27 g) and H2SO4 conc. (9.70 mL) and cooled to −10° C. Aqueous sodium nitrite solution (2.5 molar, 31.18 mL) is added dropwise, so that the temperature does not rise above 0° C. and the solution is stirred for 15 min at this temperature. Then H20 (135 mL) is added and the solution is heated to 80° C. for 15 min. For working up it is combined with 10% NaCl solution (100 mL) and extracted twice with 100 mL o... Reactants: CCOC(C)=O, CCCCCC, COc1ccccc1C1(CC(=O)O)C(=O)Nc2ccc(Cl)cc21, c1csc(N2CCNCC2)n1. Yields the product COc1ccccc1C1(CC(=O)N2CCN(c3nccs3)CC2)C(=O)Nc2ccc(Cl)cc21. Reaction SMILES: [CH3:35][CH2:36][O:37][C:38]([CH3:39])=[O:40].[CH3:41][CH2:42][CH2:43][CH2:44][CH2:45][CH3:46].[Cl:1][c:2]1[cH:3][c:4]2[c:8]([cH:9][cH:10]1)[NH:7][C:6](=[O:11])[C:5]2([c:12]1[c:13]([O:18][CH3:19])[cH:14][cH:15][cH:16][cH:17]1)[CH2:20][C:21](=[O:22])[OH:23].[s:24]1[c:25]([N:29]2[CH2:30][CH2:31][NH:32][CH2:33][CH2:34]2)[n:26][cH:27][cH:28]1>>[Cl:1][c:2]1[cH:3][c:4]2[c:8]([cH:9][cH:10]1)[NH:7][C:6](=[O:11])[C:5]2([c:12]1[c:13]([O:18][CH3:19])[cH:14][cH:15][cH:16][cH:17]1)[CH2:20][C:21](=[O:22])[N:32]1[CH2:31][CH2:30][N:29]([c:25]2[s:24][cH:28][cH:27][n:26]2)[CH2:34][CH2:33]1. Starting materials: C(C)(C)(C)OC(=O)N1CCN(CCC1)C1=NC2=C(N1CCO)C=CC=C2 (1-t-butoxycarbonyl-4-(1-(2-hydroxyethyl)-1H-benzimidazol-2-yl)[1,4]diazepane), FC(CO)(F)F (2,2,2-trifluoroethanol), N(=NC(=O)N1CCCCC1)C(=O)N1CCCCC1 (1,1'-(azodicarbonyl)dipiperidine), C(CCC)P(CCCC)CCCC (tributylphosphine). Solvent: C1(=CC=CC=C1)C (toluene), C(C)(=O)OCC.CCCCCC (ethyl acetate hexane), CCCCCC (hexane). Reaction conditions: temperature 55 celsius, time 10 minute. Product: C(C)(C)(C)OC(=O)N1CCN(CCC1)C1=NC2=C(N1CCOCC(F)(F)F)C=CC=C2 (1-t- butoxycarbonyl-4-(1-(2-(2,2,2-trifluoroethoxy)ethyl)-1H-benzimidazol-2-yl)[1,4]diazepane). Reaction SMILES: [C:1]([O:5][C:6]([N:8]1[CH2:14][CH2:13][CH2:12][N:11]([C:15]2[N:19]([CH2:20][CH2:21][OH:22])[C:18]3[CH:23]=[CH:24][CH:25]=[CH:26][C:17]=3[N:16]=2)[CH2:10][CH2:9]1)=[O:7])([CH3:4])([CH3:3])[CH3:2].N(C(N1CCCCC1)=O)=NC(N1CCCCC1)=O.C(P(CCCC)CCCC)CCC.[F:58][C:59]([F:63])([F:62])[CH2:60]O>C1(C)C=CC=CC=1.C(OCC)(=O)C.CCCCCC.CCCCCC>[C:1]([O:5][C:6]([N:8]1[CH2:14][CH2:13][CH2:12][N:11]([C:15]2[N:19]([CH2:20][CH2:21][O:22][CH2:60][C:59]([F:63])([F:62])[F:58])[C:18]3[CH:23]=[CH:24][CH:25]=[CH:26][C:17]=3[N:16]=2)[CH2:10][CH2:9]1)=[O:7])([CH3:4])([CH3:2])[CH3:3] |f:5.6|. Procedure: According to the procedure of Tet. Let. 35, 5997-6000 (1994), combine 4-(1-(2-hydroxyethyl)-1H-benzimidazol-2-yl)[1,4]diazepane (10 mmol) and di-t-butyl dicarbonate (10 mmol) in tetrahydrofuran (100 mmol). After 18 hours, evaporate in vacuo to give 1-t-butoxycarbonyl-4-(1-(2-hydroxyethyl)-1H-benzimidazol-2-yl)[1,4]diazepane. Combine 1-t-butoxycarbonyl-4-(1-(2-hydroxyethyl)-1H-benzimidazol-2-yl)[1,4]diazepane (0.66 g, 1.84 mmol) and 1,1'-(azodicarbonyl)dipiperidine (0.50 g, 2 mmol) in toluene (20... Reactants: C(C1=CC=CC=C1)(=O)OC1=CC=C(C=C1)C(C)=O (4'-benzoyloxyacetophenone), C[Si](C)(C)[N-][Si](C)(C)C.[Li+] (lithium bis(trimethyl-silyl)amide), Cl[Si](C)(C)C (chlorotrimethyl-silane), diethyl ester, C1(=CC=CC=C1)CSC(C(=O)O)C(=O)O ([(phenylmethyl)thio]propanedioic acid). Run in C1CCOC1 (THF). Yields the product C(C1=CC=CC=C1)(=O)OC1=CC=C(C=C1)C1=CC(=C(C(O1)=O)SCC1=CC=CC=C1)O (6-[4-(Benzoyloxy)phenyl]-4-hydroxy-3-[(phenylmethyl) thio]-2H-pyran-2-one). As a reaction SMILES: [C:1]([O:9][C:10]1[CH:15]=[CH:14][C:13]([C:16](=[O:18])[CH3:17])=[CH:12][CH:11]=1)(=[O:8])[C:2]1[CH:7]=[CH:6][CH:5]=[CH:4][CH:3]=1.C[Si]([N-][Si](C)(C)C)(C)C.[Li+].Cl[Si](C)(C)C.[C:34]1([CH2:40][S:41][CH:42]([C:46](O)=[O:47])[C:43](O)=[O:44])[CH:39]=[CH:38][CH:37]=[CH:36][CH:35]=1>C1COCC1>[C:1]([O:9][C:10]1[CH:11]=[CH:12][C:13]([C:16]2[O:18][C:43](=[O:44])[C:42]([S:41][CH2:40][C:34]3[CH:39]=[CH:38][CH:37]=[CH:36][CH:35]=3)=[C:46]([OH:47])[CH:17]=2)=[CH:14][CH:15]=1)(=[O:8])[C:2]1[CH:3]=[CH:4][CH:5]=[CH:6][CH:7]=1 |f:1.2|. Procedure: The title compound was prepared by Method A using 4'-benzoyloxyacetophenone (1.27 g, 5.31 mmol), lithium bis(trimethyl-silyl)amide (0.977 g, 5.84 mmol), chlorotrimethyl-silane (0.741 mL, 5.84 mmol), THF (58 mL), and diethyl ester of [(phenylmethyl)thio]propanedioic acid (1.00 g, 3.54. mmol). m.p. dec. 205° C.; 1H NMR (400 MHz, DMSO-d6) δ4.01 (s, 2 H), 6.75 (s, 1 H), 7.21 (m, 1 H), 7.25 (d, 4 H), 7.47 (d, 2 H), 7.63 (t, 2 H), 7.77 (t, 1 H), 7.90 (d, 2 H), 8.16 (d, 2 H). Starting materials: C(C)(C)C1=CNC2=CC=CC=C12 (3-isopropylindole), COC1=CC=C(C=C1)S (4-methoxybenzenethiol). Product: C(C)(C)C1=C(NC2=CC=CC=C12)SC1=CC=C(C=C1)OC (3-isopropyl-2-(4-methoxyphenylthio)indole). Yield: 72.0%. Reaction SMILES: [CH:1]([C:4]1[C:12]2[C:7](=[CH:8][CH:9]=[CH:10][CH:11]=2)[NH:6][CH:5]=1)([CH3:3])[CH3:2].[CH3:13][O:14][C:15]1[CH:20]=[CH:19][C:18]([SH:21])=[CH:17][CH:16]=1>>[CH:1]([C:4]1[C:12]2[C:7](=[CH:8][CH:9]=[CH:10][CH:11]=2)[NH:6][C:5]=1[S:21][C:18]1[CH:19]=[CH:20][C:15]([O:14][CH3:13])=[CH:16][CH:17]=1)([CH3:3])[CH3:2]. Procedure: coupling 3-isopropylindole with 4-methoxybenzenethiol to give 3-isopropyl-2-(4-methoxyphenylthio)indole (yield: 72% of pure product);